Dataset: the Open Reaction Database (ORD), a public repository of structured organic reaction records. Task: describe an organic reaction: reactants, conditions, products, and yield Reactants: resultant mixture, OC1(CCN(CC1)C(C)=O)C1=CC2=CC=CC=C2C=C1 (1-(4-Hydroxy-4-naphthalen-2-yl-piperidin-1-yl)ethanone), [OH-].[Na+] (sodium hydroxide). Solvent: Cl (hydrochloric acid). Yields the product C1=C(C=CC2=CC=CC=C12)C=1CCNCC1 (4-naphthalen-2-yl-1,2,3,6-tetrahydropyridine). Isolated yield 77.9%. RXN SMILES: O[C:2]1([C:11]2[CH:20]=[CH:19][C:18]3[C:13](=[CH:14][CH:15]=[CH:16][CH:17]=3)[CH:12]=2)[CH2:7][CH2:6][N:5](C(=O)C)[CH2:4][CH2:3]1.[OH-].[Na+]>Cl>[CH:12]1[C:13]2[C:18](=[CH:17][CH:16]=[CH:15][CH:14]=2)[CH:19]=[CH:20][C:11]=1[C:2]1[CH2:7][CH2:6][NH:5][CH2:4][CH:3]=1 |f:1.2|. Procedure details: 1-(4-Hydroxy-4-naphthalen-2-yl-piperidin-1-yl)ethanone (3.40 g, 13 mmol) was dissolved in hydrochloric acid (50 ml, 6M) and the solution refluxed for 12 hours. The resultant mixture was cooled in ice, basified with sodium hydroxide solution (32 ml, 10M) and extracted with dichloromethane (2×100 ml). The extracts were combined, dried (MgSO4) and concentrated to give 4-naphthalen-2-yl-1,2,3,6-tetrahydropyridine (2.12 g, 78% ) as a tan solid; δH (CDCl3) 2.60 (2H, m, tetrahydropyridinyl CH2), 3.20 (... The reactants are [NH4+].[OH-] (NH4OH), Cl.Cl.N1(CCCC1)CCOC1=CC=C(CC=2C3=C(SC2C2=CC=C(C=C2)NC(=O)C=2N=CNC2)C=CC=C3)C=C1 (3-[4-[2-(1-Pyrrolidinyl)ethoxy]benzyl]-2-[4-(4-imidazolylcarbonylamino)phenyl]benzo[b]thiophene Dihydrochloride), C1C(NC(=O)N1)C(=O)O (2-imidazolidone-4-carboxylic acid), oxalate salt, CO (MeOH). Run in C(Cl)(Cl)Cl (CHCl3). Yields the product C(C(=O)O)(=O)O.N1(CCCC1)CCOC1=CC=C(CC=2C3=C(SC2C2=CC=C(C=C2)NC(=O)C2NC(NC2)=O)C=CC=C3)C=C1 (3-[4-[2-(1-Pyrrolidinyl)ethoxy]benzyl]-2-[4-[(2-oxoimidazolidin-4-ylcarbonyl)amino]phenyl]-benzo[b]thiophene Oxalate). The yield is 67.0%. Reaction SMILES: Cl.Cl.[N:3]1([CH2:8][CH2:9][O:10][C:11]2[CH:40]=[CH:39][C:14]([CH2:15][C:16]3[C:17]4[CH:38]=[CH:37][CH:36]=[CH:35][C:18]=4[S:19][C:20]=3[C:21]3[CH:26]=[CH:25][C:24]([NH:27][C:28]([C:30]4[N:31]=[CH:32][NH:33][CH:34]=4)=[O:29])=[CH:23][CH:22]=3)=[CH:13][CH:12]=2)[CH2:7][CH2:6][CH2:5][CH2:4]1.C1NC(=[O:45])NC1[C:47]([OH:49])=[O:48].[CH3:50][OH:51].[NH4+].[OH-:53]>C(Cl)(Cl)Cl>[C:47]([OH:49])(=[O:48])[C:50]([OH:53])=[O:51].[N:3]1([CH2:8][CH2:9][O:10][C:11]2[CH:12]=[CH:13][C:14]([CH2:15][C:16]3[C:17]4[CH:38]=[CH:37][CH:36]=[CH:35][C:18]=4[S:19][C:20]=3[C:21]3[CH:22]=[CH:23][C:24]([NH:27][C:28]([CH:30]4[CH2:34][NH:33][C:32](=[O:45])[NH:31]4)=[O:29])=[CH:25][CH:26]=3)=[CH:39][CH:40]=2)[CH2:4][CH2:5][CH2:6][CH2:7]1 |f:0.1.2,5.6,8.9|. Procedure: By essentially following the conditions described in Example 1, Part F, the free base of the title compound was prepared as a foam from 2-(4-aminophenyl)-3-[4-[2-(1-pyrrolidinyl)ethoxy]benzyl]benzo[b]thiophene (Example 16; Part D) and 2-imidazolidone-4-carboxylic acid in 67% yield following radial chromatography (SiO2; 2% then 4% then 10% MeOH in CHCl3 sat'd with NH4OH). The product was converted to the oxalate salt according to the proceedure described in Example 1, Part G.